From a dataset of the Open Reaction Database (ORD), a public repository of structured organic reaction records. describe an organic reaction: reactants, conditions, products, and yield Starting materials: N1(C=NC2=C1C=CC=C2)CC(CN2CCN(CC2)C2=C(C=CC=C2)Cl)O (1-Benzoimidazol-1-yl-3-[4-(2-chloro-phenyl)-piperazin-1-yl]-propan-2-ol), CC(C)O (propan-2ol). The product is N1(C=NC2=C1C=CC=C2)CC(CN2CCN(CC2)C2=CC=C(C=C2)C)O (1-Benzoimidazol-1-yl-3-(4-p-tolyl-piperazin-1-yl)-propan-2-ol). RXN SMILES: [N:1]1([CH2:10][CH:11]([OH:26])[CH2:12][N:13]2[CH2:18][CH2:17][N:16]([C:19]3[CH:24]=[CH:23][CH:22]=[CH:21][C:20]=3Cl)[CH2:15][CH2:14]2)[C:5]2[CH:6]=[CH:7][CH:8]=[CH:9][C:4]=2[N:3]=[CH:2]1.[CH3:27]C(O)C>>[N:1]1([CH2:10][CH:11]([OH:26])[CH2:12][N:13]2[CH2:18][CH2:17][N:16]([C:19]3[CH:24]=[CH:23][C:22]([CH3:27])=[CH:21][CH:20]=3)[CH2:15][CH2:14]2)[C:5]2[CH:6]=[CH:7][CH:8]=[CH:9][C:4]=2[N:3]=[CH:2]1. Procedure: 1-Benzoimidazol-1-yl-3-{4-chloro-phenyl)-phenyl-methyl!-piperazin-1 -yl}-propan-2ol; -1-Benzoimidazol-1-yl-3-[4-(2-chloro-phenyl)-piperazin-1-yl]-propan-2-ol; Starting materials: CCOC#Cc1cc(OC(F)(F)F)cc2c1OC(C(F)(F)F)C(C(=O)OCC)=C2, CC(C)=O, [K+], [K+], [Na+], O=C([O-])O, O=C([O-])[O-], O, O=S(=O)(O)O. The product is CCOC(=O)Cc1cc(OC(F)(F)F)cc2c1OC(C(F)(F)F)C(C(=O)OCC)=C2. As a reaction SMILES: [CH2:1]([CH3:2])[O:3][C:4]#[C:5][c:6]1[cH:7][c:8]([O:25][C:26]([F:27])([F:28])[F:29])[cH:9][c:10]2[c:15]1[O:14][CH:13]([C:16]([F:17])([F:18])[F:19])[C:12]([C:20](=[O:21])[O:22][CH2:23][CH3:24])=[CH:11]2.[CH3:46][C:47](=[O:48])[CH3:49].[K+:40].[K+:41].[Na+:39].[O-:35][C:36]([OH:37])=[O:38].[O-:42][C:43]([O-:44])=[O:45].[OH2:50].[S:30]([OH:31])(=[O:32])(=[O:33])[OH:34]>>[CH2:1]([CH3:2])[O:3][C:4]([CH2:5][c:6]1[cH:7][c:8]([O:25][C:26]([F:27])([F:28])[F:29])[cH:9][c:10]2[c:15]1[O:14][CH:13]([C:16]([F:17])([F:18])[F:19])[C:12]([C:20](=[O:21])[O:22][CH2:23][CH3:24])=[CH:11]2)=[O:31]. Reactants: C1(=CC=CC=C1)S(=O)(=O)N1C=C(C2=CC(=CC=C12)OC)CCNC(=O)OC(C)(C)C (1-(benzenesulphonyl)-3-[2-(tert-butyloxycarbonylamino)ethyl]-5-methoxy-1H-indole), ClCCl (dichloromethane). The solvent is FC(C(=O)O)(F)F (trifluoroacetic acid). Run at time 3 hour. Yields the product hydrochloride salt, Cl.C1(=CC=CC=C1)S(=O)(=O)N1C=C(C2=CC(=CC=C12)OC)CCN (2-[1-(Benzenesulphonyl)-5-methoxy-1H-indol-3-yl]ethylamine Hydrochloride). RXN SMILES: [C:1]1([S:7]([N:10]2[C:18]3[C:13](=[CH:14][C:15]([O:19][CH3:20])=[CH:16][CH:17]=3)[C:12]([CH2:21][CH2:22][NH:23]C(OC(C)(C)C)=O)=[CH:11]2)(=[O:9])=[O:8])[CH:6]=[CH:5][CH:4]=[CH:3][CH:2]=1.[Cl:31]CCl>FC(F)(F)C(O)=O>[ClH:31].[C:1]1([S:7]([N:10]2[C:18]3[C:13](=[CH:14][C:15]([O:19][CH3:20])=[CH:16][CH:17]=3)[C:12]([CH2:21][CH2:22][NH2:23])=[CH:11]2)(=[O:9])=[O:8])[CH:2]=[CH:3][CH:4]=[CH:5][CH:6]=1 |f:3.4|. Procedure: A solution of the above protected tryptamine (2.1 g, in a mixture of dichloromethane and trifluoroacetic acid (1:1; 60 ml) was allowed to stand at room temperature for 3 h. The solvents were removed under vacuum and the residue was azeotroped with toluene-methanol (5:1; 100 ml). The residue was dissolved in 4N sodium hydroxide solution (50 ml) and extracted with ethyl acetate (3×100 ml). The combined organic solutions were washed with brine (1×50 ml), dried (Na2SO4) and concentrated. The hydroch... Reactants: CCO, CCOC(C)=O, N#CCc1cc([N+](=O)[O-])ccc1Cl, Cl, [K+], [K+], O=C([O-])[O-]. Product: N#CCc1cc(N)ccc1Cl. As a reaction SMILES: [CH3:20][CH2:21][OH:22].[CH3:24][CH2:25][O:26][C:27]([CH3:28])=[O:29].[Cl:1][c:2]1[c:3]([CH2:11][C:12]#[N:13])[cH:4][c:5]([N+:8]([O-:9])=[O:10])[cH:6][cH:7]1.[ClH:23].[K+:14].[K+:15].[O-:16][C:17]([O-:18])=[O:19]>>[Cl:1][c:2]1[c:3]([CH2:11][C:12]#[N:13])[cH:4][c:5]([NH2:8])[cH:6][cH:7]1. Reactants: BrC1=CC=C(C=C1)C(C)(C)C1=NC(=NN1)N (5-[1-(4-bromophenyl)-1-methylethyl]-1H-1,2,4-triazol-3-amine), CC1(C2C3=CC=CC=C3C(C3=CC=CC=C32)(C1)[N+](=O)[O-])C(=O)O (15-methyl-8-nitrotetracyclo[6.6.2.02,7.09,14]hexadeca-2,4,6,9,11,13-hexaene-15-carboxylic acid), ON1N=NC2=C1C=CC=C2 (1-hydroxybenzotriazole), C(C)N(C(C)C)C(C)C (N-ethyl-N,N-diisopropylamine), CCN=C=NCCCN(C)C (EDCI). Run in C(C)#N (acetonitrile). Conditions: time 5 minute. Yields the product BrC1=CC=C(C=C1)C(C)(C)C1=NN(C(=N1)N)C(=O)C1(C2C3=CC=CC=C3C(C3=CC=CC=C32)(C1)[N+](=O)[O-])C (3-[1-(4-bromophenyl)-1-methylethyl]-1-[(15-methyl-8-nitrotetracyclo[6.6.2.02,7.09,14]hexadeca-2,4,6,9,11,13-hexaen-15-yl)carbonyl]-1H-1,2,4-triazol-5-amine). Isolated yield 92.6%. Reaction SMILES: [CH3:1][C:2]1([C:21]([OH:23])=O)[CH2:17][C:10]2([N+:18]([O-:20])=[O:19])[C:11]3[C:16]([CH:3]1[C:4]1[C:9]2=[CH:8][CH:7]=[CH:6][CH:5]=1)=[CH:15][CH:14]=[CH:13][CH:12]=3.ON1C2C=CC=CC=2N=N1.C(N(C(C)C)C(C)C)C.CCN=C=NCCCN(C)C.[Br:54][C:55]1[CH:60]=[CH:59][C:58]([C:61]([C:64]2[NH:68][N:67]=[C:66]([NH2:69])[N:65]=2)([CH3:63])[CH3:62])=[CH:57][CH:56]=1>C(#N)C>[Br:54][C:55]1[CH:60]=[CH:59][C:58]([C:61]([C:64]2[N:65]=[C:66]([NH2:69])[N:67]([C:21]([C:2]3([CH3:1])[CH2:17][C:10]4([N+:18]([O-:20])=[O:19])[C:9]5[C:4]([CH:3]3[C:16]3[C:11]4=[CH:12][CH:13]=[CH:14][CH:15]=3)=[CH:5][CH:6]=[CH:7][CH:8]=5)=[O:23])[N:68]=2)([CH3:63])[CH3:62])=[CH:57][CH:56]=1. Procedure: To a stirred solution of 15-methyl-8-nitrotetracyclo[6.6.2.02,7.09,14]hexadeca-2,4,6,9,11,13-hexaene-15-carboxylic acid (31 mg, 0.10 mmol, prepared according to WO04009017), 1-hydroxybenzotriazole (20 mg, 0.15 mmol), and N-ethyl-N,N-diisopropylamine (0.15 mL) in anhydrous acetonitrile (1.5 mL) was added EDCI (39 mg, 0.2 mmol) at RT under argon. After the mixture was stirred at RT for 5 min, 5-[1-(4-bromophenyl)-1-methylethyl]-1H-1,2,4-triazol-3-amine (28 mg, 0.1 mmol) was added. The reaction mix... Reactants: S(O)(O)(=O)=O (sulfuric acid), O(C1=CC=CC=C1)CC(=O)NC1=C(C(=C(C(=C1C(N)=O)OC)NC(COC1=CC=CC=C1)=O)C(N)=O)OC (2,5-Bis(phenoxyacetamido)-3,6-dicarbamyl-1,4-dimethoxybenzene). The solvent is C(C)(=O)O (acetic acid). The product is O(C1=CC=CC=C1)CC=1NC(C=2C(=C(C=3C(NC(=NC3C2OC)COC2=CC=CC=C2)=O)OC)N1)=O (2,7-Bis (phenoxymethyl)-5,10-dimethoxyprimido[4,5-g]quinazoline-4,9(3H,8H)-dione). RXN SMILES: S(=O)(=O)(O)O.[O:6]([CH2:13][C:14]([NH:16][C:17]1[C:22]([C:23](=[O:25])[NH2:24])=[C:21]([O:26][CH3:27])[C:20]([NH:28][C:29](=O)[CH2:30][O:31][C:32]2[CH:37]=[CH:36][CH:35]=[CH:34][CH:33]=2)=[C:19]([C:39](=[O:41])[NH2:40])[C:18]=1[O:42][CH3:43])=O)[C:7]1[CH:12]=[CH:11][CH:10]=[CH:9][CH:8]=1>C(O)(=O)C>[O:31]([CH2:30][C:29]1[NH:40][C:39](=[O:41])[C:19]2[C:20]([N:28]=1)=[C:21]([O:26][CH3:27])[C:22]1[C:23](=[O:25])[NH:24][C:14]([CH2:13][O:6][C:7]3[CH:12]=[CH:11][CH:10]=[CH:9][CH:8]=3)=[N:16][C:17]=1[C:18]=2[O:42][CH3:43])[C:32]1[CH:33]=[CH:34][CH:35]=[CH:36][CH:37]=1. Procedure details: To a solution consisting of 40 mL of acetic acid and 4 mL of concentrated sulfuric acid, was added 394 mg (0.753 mmol) of 10. The resulting mixture was refluxed for 4 hours. After allowing the mixture to cool to room temperature, the greyish colored precipitate was collected, washed with acetic acid, and then washed with water to afford pure 14 as a yellow solid: 260 mg (71%) yield; dec pt 290° C.; TLC (ethyl acetate/methanol [9:1]), Rf =0.56; IR (KBr pellet) 2967, 1687, 1630, 1599, 1497, 1463, ...